From a dataset of the Open Reaction Database (ORD), a public repository of structured organic reaction records. describe an organic reaction: reactants, conditions, products, and yield The reactants are N1C=C(C2=CC=CC=C12)C(=O)O (1H-indole-3-carboxylic acid), COC1=CC=C(C=C1)S(=O)(=O)Cl (4-methoxybenzenesulfonyl chloride), S(=O)(=O)(O)[O-].[K+] (potassium hydrogen sulfate), O (water). Solvent: C1CCOC1 (THF), [Li]CCCC.CCCCCC (n-BuLi hexane), C1CCOC1 (THF). Run at time 5 minute. Product: COC1=CC=C(C=C1)S(=O)(=O)N1C=C(C2=CC=CC=C12)C(=O)O (1-[(4-methoxyphenyl)sulfonyl]-1H-indole-3-carboxylic acid). The yield is 82.5%. As a reaction SMILES: [NH:1]1[C:9]2[C:4](=[CH:5][CH:6]=[CH:7][CH:8]=2)[C:3]([C:10]([OH:12])=[O:11])=[CH:2]1.[CH3:13][O:14][C:15]1[CH:20]=[CH:19][C:18]([S:21](Cl)(=[O:23])=[O:22])=[CH:17][CH:16]=1.S([O-])(O)(=O)=O.[K+].O>C1COCC1.[Li]CCCC.CCCCCC>[CH3:13][O:14][C:15]1[CH:16]=[CH:17][C:18]([S:21]([N:1]2[C:9]3[C:4](=[CH:5][CH:6]=[CH:7][CH:8]=3)[C:3]([C:10]([OH:12])=[O:11])=[CH:2]2)(=[O:23])=[O:22])=[CH:19][CH:20]=1 |f:2.3,6.7|. Procedure details: To a solution of 300 mg of 1H-indole-3-carboxylic acid in 9 mL of THF, 2.68 mL of 1.60 M n-BuLi hexane solution was added dropwise while the inner temperature was kept at −50° C. or lower by cooling in a dry ice-acetone bath, and the resulting mixture was stirred at the same temperature for 5 minutes, then at 0° C. for 1 hour. The solution was cooled in a dry ice-acetone bath and a solution of 461 mg of 4-methoxybenzenesulfonyl chloride in 1 mL of THF was added dropwise. The solution was stirred...